This data is from the Open Reaction Database (ORD), a public repository of structured organic reaction records. The task is: describe an organic reaction: reactants, conditions, products, and yield The reactants are C#CCCC(=O)O, [Li]CCCC, CCCCCC, CCOC(C)=O, [Cl-], C1CCOC1, O=C1Nc2cccnc2Nc2ccccc21. Product: C#CCCC(=O)N1c2ccccc2C(=O)Nc2cccnc21. As a reaction SMILES: [C:23]([CH2:24][CH2:25][C:26]#[CH:27])(=[O:28])[OH:29].[CH2:1]([Li:2])[CH2:3][CH2:4][CH3:5].[CH3:30][CH2:31][CH2:32][CH2:33][CH2:34][CH3:35].[CH3:41][CH2:42][O:43][C:44](=[O:45])[CH3:46].[Cl-:22].[O:36]1[CH2:37][CH2:38][CH2:39][CH2:40]1.[n:6]1[cH:7][cH:8][cH:9][c:10]2[c:11]1[NH:12][c:13]1[c:14]([cH:18][cH:19][cH:20][cH:21]1)[C:15](=[O:17])[NH:16]2>>[n:6]1[cH:7][cH:8][cH:9][c:10]2[c:11]1[N:12]([C:23]([CH2:24][CH2:25][C:26]#[CH:27])=[O:28])[c:13]1[c:14]([cH:18][cH:19][cH:20][cH:21]1)[C:15](=[O:17])[NH:16]2. The reactants are amine, O.C(C1=CC=CC=C1)(=O)C(C(C(=O)O)(O)C(C1=CC=CC=C1)=O)(O)C(=O)O (dibenzoyl-(-)-tartaric acid monohydrate), 1L, amine. The solvent is C(C)(=O)OCC (ethyl acetate). Product: C(C1=CC=CC=C1)(=O)C(C(C(=O)O)(O)C(C1=CC=CC=C1)=O)(O)C(=O)O (dibenzoyl-(-)-tartaric acid). Yield: 44.9%. Reaction SMILES: O.[C:2]([C:10]([C:25]([OH:27])=[O:26])([OH:24])[C:11]([C:16](=[O:23])[C:17]1[CH:22]=[CH:21][CH:20]=[CH:19][CH:18]=1)([OH:15])[C:12]([OH:14])=[O:13])(=[O:9])[C:3]1[CH:8]=[CH:7][CH:6]=[CH:5][CH:4]=1>C(OCC)(=O)C>[C:16]([C:11]([C:12]([OH:14])=[O:13])([OH:15])[C:10]([C:2](=[O:9])[C:3]1[CH:8]=[CH:7][CH:6]=[CH:5][CH:4]=1)([OH:24])[C:25]([OH:27])=[O:26])(=[O:23])[C:17]1[CH:22]=[CH:21][CH:20]=[CH:19][CH:18]=1 |f:0.1|. Reported procedure: A resolving agent solution was obtained by adding 290 g (0.77 mol) of dibenzoyl-(-)-tartaric acid monohydrate to 1L of ethyl acetate with stirring, and the resulting solution was heated to 65°-70° C. The free amine solution of Part A was then added dropwise to the hot resolving agent solution with stirring and continued heating. After completion of the addition of the amine solution, the reaction mixture was allowed to cool to room temperature overnight with stirring to precipitate the dibenzoyl... Reactants: ClC1=CC=C(C=C1)C=1SC(=CN1)C(C)O (1-[2-(4-Chlorophenyl)thiazol-5-yl]ethanol), ClC1=CC(C2(CCC1O2)C)=O (4-chloro-1-methyl-8-oxabicyclo[3.2.1]oct-3-en-2-one), [H-].[Na+] (sodium hydride). Run in C1CCOC1 (THF). Conditions: time 8 hour. Product: ClC1=CC=C(C=C1)C=1SC(=CN1)C(C)OC1=CC(C2(CCC1O2)C)=O (4-{1-[2-(4-Chlorophenyl)thiazol-5-yl]-ethoxy}-1-methyl-8-oxabicyclo[3.2.1]oct-3-en-2-one). The yield is 78.8%. As a reaction SMILES: [Cl:1][C:2]1[CH:7]=[CH:6][C:5]([C:8]2[S:9][C:10]([CH:13]([OH:15])[CH3:14])=[CH:11][N:12]=2)=[CH:4][CH:3]=1.Cl[C:17]1[CH:23]2[O:24][C:20]([CH3:25])([CH2:21][CH2:22]2)[C:19](=[O:26])[CH:18]=1.[H-].[Na+]>C1COCC1>[Cl:1][C:2]1[CH:3]=[CH:4][C:5]([C:8]2[S:9][C:10]([CH:13]([O:15][C:17]3[CH:23]4[O:24][C:20]([CH3:25])([CH2:21][CH2:22]4)[C:19](=[O:26])[CH:18]=3)[CH3:14])=[CH:11][N:12]=2)=[CH:6][CH:7]=1 |f:2.3|. Procedure details: To a solution of 1-[2-(4-Chlorophenyl)thiazol-5-yl]ethanol (129 mg, 0.54 mmol) and 4-chloro-1-methyl-8-oxabicyclo[3.2.1]oct-3-en-2-one (93 mg, 0.54 mmol) in dry THF (5 ml) is added in one portion the sodium hydride, 60% dispersion in mineral oil, (21 mg, 0.54 mmol). The reaction mixture is stirred at room temperature overnight. Silica gel is added to the crude reaction mixture, and the solvent is evaporated under reduced pressure. The residue is purified by flash chromatography on silica gel to ...